Dataset: the Open Reaction Database (ORD), a public repository of structured organic reaction records. Task: describe an organic reaction: reactants, conditions, products, and yield Reactants: C1=CC=C(C=C1)S(=O)(=O)N(F)S(=O)(=O)C2=CC=CC=C2 (N-fluorobenzenesulfonimide), C(CCC)[Li] (n-butyl lithium), C(C)(C)NC(C)C (diisopropyl amine), BrC=1C=CC2=C(SC=C2)C1 (6-bromo-benzo[b]thiophene). Run in C1CCOC1 (THF). Product: BrC=1C=CC2=C(SC(=C2)F)C1 (6-Bromo-2-fluoro-benzo[b]thiophene). The yield is 32.5%. As a reaction SMILES: [Br:1][C:2]1[CH:3]=[CH:4][C:5]2[CH:9]=[CH:8][S:7][C:6]=2[CH:10]=1.C1C=CC(S(N(S(C2C=CC=CC=2)(=O)=O)[F:21])(=O)=O)=CC=1.C([Li])CCC.C(NC(C)C)(C)C>C1COCC1>[Br:1][C:2]1[CH:3]=[CH:4][C:5]2[CH:9]=[C:8]([F:21])[S:7][C:6]=2[CH:10]=1. Procedure details: Using analogous reaction condition and reagents as described Example 20 for the preparation of I-20a, 6-bromo-benzo[b]thiophene (I-25c: 0.5 g, 2.347 mmol) in dry THF was reacted with N-fluorobenzenesulfonimide (1.33 g, 4.22 mmol), n-butyl lithium (1.76 ml, 3.52 mmol), diisopropyl amine (0.57 ml, 3.99 mmol) to afford crude product. Purification by column chromatography on silica gel (100% hexane) afforded 176 mg of the product (33% yield). The reactants are [BH4-], CO, COC(=O)n1ncc2c([N+](=O)[O-])cccc21, [Na+]. The product is COC(=O)n1ncc2c(N)cccc21. Reaction SMILES: [BH4-:17].[CH3:19][OH:20].[N+:1]([O-:2])(=[O:3])[c:4]1[c:5]2[cH:6][n:7][n:8]([C:13](=[O:14])[O:15][CH3:16])[c:9]2[cH:10][cH:11][cH:12]1.[Na+:18]>>[NH2:1][c:4]1[c:5]2[cH:6][n:7][n:8]([C:13](=[O:14])[O:15][CH3:16])[c:9]2[cH:10][cH:11][cH:12]1. Starting materials: Clc1cnc2[nH]c(-c3ccc(OCCN4CCOCC4)cc3)nc2c1Cl, Nc1ccccc1. Yields the product Clc1cnc2nc(-c3ccc(OCCN4CCOCC4)cc3)[nH]c2c1Nc1ccccc1. Reaction SMILES: [Cl:1][c:2]1[c:3]([Cl:26])[c:4]2[c:5]([n:6][cH:7]1)[nH:8][c:9](-[c:11]1[cH:12][cH:13][c:14]([O:17][CH2:18][CH2:19][N:20]3[CH2:21][CH2:22][O:23][CH2:24][CH2:25]3)[cH:15][cH:16]1)[n:10]2.[NH2:27][c:28]1[cH:29][cH:30][cH:31][cH:32][cH:33]1>>[Cl:1][c:2]1[c:3]([NH:27][c:28]2[cH:29][cH:30][cH:31][cH:32][cH:33]2)[c:4]2[c:5]([n:6][cH:7]1)[n:8][c:9](-[c:11]1[cH:12][cH:13][c:14]([O:17][CH2:18][CH2:19][N:20]3[CH2:21][CH2:22][O:23][CH2:24][CH2:25]3)[cH:15][cH:16]1)[nH:10]2. The reactants are O=C1CC[C@H](N1)C(=O)O ((S)-5-oxo-pyrrolidine-2-carboxylic acid), S(=O)(Cl)Cl (thionyl chloride), C(C)(C)(C)C1=NOC(=C1)N (3-tert-butyl-isoxazol-5-ylamine), C(C)(C)NC(C)C (diisopropylamine). Run in O1CCCC1 (tetrahydrofuran), ClCCl (dichloromethane), O1CCCC1 (tetrahydrofuran). Run at time 2.5 hour. Product: C(C)(C)(C)C1=NOC(=C1)NC(=O)[C@H]1NC(CC1)=O ((S)-5-oxo-pyrrolidine-2-carboxylic acid (3-tert-butyl-isoxazol-5-yl)-amide). The yield is 25.9%. Reaction SMILES: [O:1]=[C:2]1[NH:6][C@H:5]([C:7]([OH:9])=O)[CH2:4][CH2:3]1.S(Cl)(Cl)=O.[C:14]([C:18]1[CH:22]=[C:21]([NH2:23])[O:20][N:19]=1)([CH3:17])([CH3:16])[CH3:15].C(NC(C)C)(C)C>O1CCCC1.ClCCl>[C:14]([C:18]1[CH:22]=[C:21]([NH:23][C:7]([C@@H:5]2[CH2:4][CH2:3][C:2](=[O:1])[NH:6]2)=[O:9])[O:20][N:19]=1)([CH3:17])([CH3:16])[CH3:15]. Procedure: To solution of the (S)-5-oxo-pyrrolidine-2-carboxylic acid (6 g, 46.47 mmol) in tetrahydrofuran (50 mL) is added thionyl chloride (6.75 ml, 92.94 mmol) and stirred at room temperature for 2-3 hours. The solvent is removed under reduced pressure and the residue is dissolved in tetrahydrofuran (20 mL) and added dropwise to a solution of 3-tert-butyl-isoxazol-5-ylamine (6.514 g, 46.47 mmol) and diisopropylamine (24.28 ml, 139.41 mmol) in tetrahydrofuran (50 mL) at room temperature. The reaction is ... The reactants are N[C@H](C(=O)O)CCC(=O)N[C@@H](CS)C(=O)NCC(=O)O (glutathione), II (iodine). Product: O=C(N[C@H](C(NCC(O)=O)=O)CSSC[C@H](NC(CC[C@H](N)C(O)=O)=O)C(NCC(O)=O)=O)CC[C@H](N)C(O)=O (Glutathione Disulfide). RXN SMILES: [NH2:1][C@@H:2]([CH2:6][CH2:7][C:8]([NH:10][C@H:11]([C:14]([NH:16][CH2:17][C:18]([OH:20])=[O:19])=[O:15])[CH2:12][SH:13])=[O:9])[C:3]([OH:5])=[O:4].II>>[O:9]=[C:8]([CH2:7][CH2:6][C@@H:2]([C:3](=[O:5])[OH:4])[NH2:1])[NH:10][C@@H:11]([CH2:12][S:13][S:13][CH2:12][C@@H:11]([C:14](=[O:15])[NH:16][CH2:17][C:18](=[O:20])[OH:19])[NH:10][C:8](=[O:9])[CH2:7][CH2:6][C@@H:2]([C:3](=[O:5])[OH:4])[NH2:1])[C:14](=[O:15])[NH:16][CH2:17][C:18](=[O:20])[OH:19]. Procedure: One equivalence of glutathione in saline is reacted with excess iodine to give about one-half equalivent of GSSG.